describe an organic reaction: reactants, conditions, products, and yield From a dataset of the Open Reaction Database (ORD), a public repository of structured organic reaction records. Reactants: C1(=CC=CC=C1)CCCCCC(=O)O (6-Phenylhexanoic acid), S(=O)(Cl)Cl (thionyl chloride). Yields the product C1(=CC=CC=C1)CCCCCC(=O)Cl (6-Phenylhexanoyl chloride). Isolated yield 93.8%. As a reaction SMILES: [C:1]1([CH2:7][CH2:8][CH2:9][CH2:10][CH2:11][C:12]([OH:14])=O)[CH:6]=[CH:5][CH:4]=[CH:3][CH:2]=1.S(Cl)([Cl:17])=O>>[C:1]1([CH2:7][CH2:8][CH2:9][CH2:10][CH2:11][C:12]([Cl:17])=[O:14])[CH:6]=[CH:5][CH:4]=[CH:3][CH:2]=1. Procedure details: 6-Phenylhexanoic acid (2.5 g, 13 mmol) was treated with thionyl chloride (3.0 ml, 41.1 mmol) and stirred under reflux for 3 h. The mixture was evaporated under reduced pressure to remove thionyl chloride and then distilled at 92-95° C./0.1 mbar to give the product as a colourless oil (2.57 g, 94%). Product: C(C1=CC=CC=C1)N1CCC[C@H]2C3=C(CC[C@H]12)C(=CC=C3)CO (trans-(4-Benzyl-1,2,3,4,4a,5,6,10b-octahydro-benzo[f]quinolin-7-yl)-methanol). Reaction conditions: temperature 0 celsius, time 1 hour. Solvent: C(C)OCC (diethyl ether). Reactants: COC(=O)C1=CC=CC=2[C@@H]3CCCN([C@H]3CCC21)CC2=CC=CC=C2 (trans-4-benzyl-1,2,3,4,4a,5,6,10b-octahydro-benzo[f]quinolin-7-carboxylic acid methyl ester), [H-].[Al+3].[Li+].[H-].[H-].[H-] (lithium aluminum hydride). Reaction SMILES: C[O:2][C:3]([C:5]1[C:18]2[CH2:17][CH2:16][C@H:15]3[C@@H:10]([CH2:11][CH2:12][CH2:13][N:14]3[CH2:19][C:20]3[CH:25]=[CH:24][CH:23]=[CH:22][CH:21]=3)[C:9]=2[CH:8]=[CH:7][CH:6]=1)=O.[H-].[Al+3].[Li+].[H-].[H-].[H-]>C(OCC)C>[CH2:19]([N:14]1[C@@H:15]2[C@H:10]([C:9]3[CH:8]=[CH:7][CH:6]=[C:5]([CH2:3][OH:2])[C:18]=3[CH2:17][CH2:16]2)[CH2:11][CH2:12][CH2:13]1)[C:20]1[CH:21]=[CH:22][CH:23]=[CH:24][CH:25]=1 |f:1.2.3.4.5.6|. Reported procedure: A solution of trans-4-benzyl-1,2,3,4,4a,5,6,10b-octahydro-benzo[f]quinolin-7-carboxylic acid methyl ester (1.9 g, 5.67 mmol) in 50 mL of dry diethyl ether was cooled to 0° C. Solid lithium aluminum hydride (1.5 g, 39.5 mmol) was then added in small portions. The mixture was stirred for 1 hour at 0° C. The reaction was then terminated by the addition of water (1 mL), 15% sodium hydroxide solution (1 mL) and finally water (3 mL). The resulting mixture was filtered through a pad of Celite, dried (m... Reactants: FC(S(=O)(=O)OC1=CC(=C2OC=3C=CC(=CC3[C@@]3(C2=C1)N=C(OC3)N)C3=NC=CN=C3)F)(F)F ((S)-2-amino-5′-fluoro-2′-(pyrazin-2-yl)-5H-spiro[oxazole-4,9′-xanthene]-7′-yl trifluoromethanesulfonate), C1(=C(C=CC=C1)P(C(C)(C)C)C(C)(C)C)C1=CC=CC=C1 (biphenyl-2-yldi-tert-butylphosphine), C[C@@H]1CNC[C@@H](O1)C ((2R,6S)-2,6-dimethylmorpholine), [Li+].C[Si](C)(C)[N-][Si](C)(C)C (LiHMDS). The reagents and catalysts are C=1C=CC(=CC1)/C=C/C(=O)/C=C/C2=CC=CC=C2.C=1C=CC(=CC1)/C=C/C(=O)/C=C/C2=CC=CC=C2.C=1C=CC(=CC1)/C=C/C(=O)/C=C/C2=CC=CC=C2.[Pd].[Pd] (Pd2(dba)3). The solvent is O (water). Reaction conditions: temperature 110 celsius. Yields the product C[C@H]1O[C@H](CN(C1)C1=CC=2[C@]3(C4=CC(=CC=C4OC2C(=C1)F)C1=NC=CN=C1)N=C(OC3)N)C ((S)-2′-((2R,6S)-2,6-dimethylmorpholino)-4′-fluoro-7′-(pyrazin-2-yl)-5H-spiro[oxazole-4,9′-xanthen]-2-amine). Reaction SMILES: FC(F)(F)S(O[C:7]1[CH:20]=[C:19]2[C:10]([O:11][C:12]3[CH:13]=[CH:14][C:15]([C:26]4[CH:31]=[N:30][CH:29]=[CH:28][N:27]=4)=[CH:16][C:17]=3[C@:18]32[CH2:24][O:23][C:22]([NH2:25])=[N:21]3)=[C:9]([F:32])[CH:8]=1)(=O)=O.C1(C2C=CC=CC=2)C=CC=CC=1P(C(C)(C)C)C(C)(C)C.[CH3:56][C@H:57]1[O:62][C@@H:61]([CH3:63])[CH2:60][NH:59][CH2:58]1.[Li+].C[Si]([N-][Si](C)(C)C)(C)C>C1C=CC(/C=C/C(/C=C/C2C=CC=CC=2)=O)=CC=1.C1C=CC(/C=C/C(/C=C/C2C=CC=CC=2)=O)=CC=1.C1C=CC(/C=C/C(/C=C/C2C=CC=CC=2)=O)=CC=1.[Pd].[Pd].O>[CH3:56][C@@H:57]1[CH2:58][N:59]([C:7]2[CH:8]=[C:9]([F:32])[C:10]3[O:11][C:12]4[C:17](=[CH:16][C:15]([C:26]5[CH:31]=[N:30][CH:29]=[CH:28][N:27]=5)=[CH:14][CH:13]=4)[C@@:18]4([CH2:24][O:23][C:22]([NH2:25])=[N:21]4)[C:19]=3[CH:20]=2)[CH2:60][C@H:61]([CH3:63])[O:62]1 |f:3.4,5.6.7.8.9|. Procedure details: A microwave vial was charged with (S)-2-amino-5′-fluoro-2′-(pyrazin-2-yl)-5H-spiro[oxazole-4,9′-xanthene]-7′-yl trifluoromethanesulfonate (150 mg, 0.302 mmol), Pd2(dba)3 (13.84 mg, 0.015 mmol), biphenyl-2-yldi-tert-butylphosphine (10.82 mg, 0.036 mmol) and (2R,6S)-2,6-dimethylmorpholine (104 mg, 0.907 mmol) and capped under argon. LiHMDS (1 M in THF) (1.511 mL, 1.511 mmol) was added and the mixture was heated in the microwave at 110° C. for 1 hr. To the reaction was added 1 ml of water and the m... Reactants: C(C)(C)(C)OC(=O)N(CCOC1=CC=C2C(=NN(C2=C1)[C@@H]1OCCCC1)C(F)(F)F)CC(O[Si](CC)(CC)CC)C1=CC(=CC=C1)N(S(=O)(=O)C)C(=O)OC(C)(C)C ((R)-6-(2-(tert-butoxycarbonyl(2-(3-(N-(tert -butoxycarbonyl)methylsulfonamido)phenyl)-2-(triethylsilyloxy)ethyl)amino)ethoxy)-1-(tetrahydro -2H -pyran-2-yl)-3-trifluoromethylindazole), Cl.CO (hydrogen chloride methanol). Conditions: temperature 50 celsius, time 39 hour. The product is O[C@@H](CNCCOC1=CC=C2C(=NNC2=C1)C(F)(F)F)C=1C=C(C=CC1)NS(=O)(=O)C ((R)-N-(3-(1-hydroxy-2-(2-(3-trifluoromethylindazol-6-yloxy)ethylamino)ethyl)phenyl)methanesulfonamide), Cl (hydrochloride). Reaction SMILES: C(OC([N:8]([CH2:31][CH:32]([C:41]1[CH:46]=[CH:45][CH:44]=[C:43]([N:47](C(OC(C)(C)C)=O)[S:48]([CH3:51])(=[O:50])=[O:49])[CH:42]=1)[O:33][Si](CC)(CC)CC)[CH2:9][CH2:10][O:11][C:12]1[CH:20]=[C:19]2[C:15]([C:16]([C:27]([F:30])([F:29])[F:28])=[N:17][N:18]2[C@H]2CCCCO2)=[CH:14][CH:13]=1)=O)(C)(C)C.[ClH:59].CO>>[OH:33][C@H:32]([C:41]1[CH:42]=[C:43]([NH:47][S:48]([CH3:51])(=[O:49])=[O:50])[CH:44]=[CH:45][CH:46]=1)[CH2:31][NH:8][CH2:9][CH2:10][O:11][C:12]1[CH:20]=[C:19]2[C:15]([C:16]([C:27]([F:30])([F:29])[F:28])=[N:17][NH:18]2)=[CH:14][CH:13]=1.[ClH:59] |f:1.2|. Procedure details: [Method 1] (R)-6-(2-(tert-butoxycarbonyl(2-(3-(N-(tert -butoxycarbonyl)methylsulfonamido)phenyl)-2-(triethylsilyloxy)ethyl)amino)ethoxy)-1-(tetrahydro -2H -pyran-2-yl)-3-trifluoromethylindazole (85.6 mg) that can be produced by the method described in Reference Example 30 or the like, was dissolved in a 10% hydrogen chloride-methanol solution (1.5 mL; manufactured by Tokyo Chemical Industry Co., Ltd.), and the solution was purged with nitrogen and stirred for 39 hours at 50° C. The reaction solu... Reactants: C(CC)(=O)C1=CC=NC=C1 (4-propionylpyridine), COC(N(C)C)OC (dimethylformamide dimethylacetal), CO (methanol). The yield is 81.0%. The product is N1=CC=C(C=C1)C(C(C=O)C)=O (1-(4-Pyridinyl)-2-methyl-1,3-propanedione). Procedure details: A mixture of 4-propionylpyridine (5 g, 36.99 mmol) and dimethylformamide dimethylacetal(10 mL, 75.28 mmol) was heated to reflux overnight. After cooling to room temperature, methanol generated in situ was removed from reaction mixture under reduced pressure, providing a brown color solid. The crude product was purified by column chromatography (silica gel, 3:7 EtOAc/haxane) to give the named compound (5.73 g, 81%) as a brown oil. Reaction SMILES: [C:1]([C:5]1[CH:10]=[CH:9][N:8]=[CH:7][CH:6]=1)(=[O:4])[CH2:2][CH3:3].COC(OC)N(C)C.[CH3:19][OH:20]>>[N:8]1[CH:9]=[CH:10][C:5]([C:1](=[O:4])[CH:2]([CH3:3])[CH:19]=[O:20])=[CH:6][CH:7]=1. The reactants are O=P(Cl)(Cl)Cl (POCl3), C(CC)[C@@H]1CC[C@H](CC1)[C@@H]1CC[C@H](CC1)C1=CC=C(C(=O)N)C=C1 (p-(trans-4-(trans-4-propylcyclohexyl)-cyclohexyl)-benzamide), C(Cl)Cl (CH2Cl2). The solvent is CN(C)C=O (DMF). Product: C(#N)C1=CC=C(C=C1)[C@@H]1CC[C@H](CC1)[C@@H]1CC[C@H](CC1)CCC (trans-1-p-cyanophenyl-4-(trans-4-propyl-cyclohexyl)-cyclohexane). RXN SMILES: O=P(Cl)(Cl)Cl.[CH2:6]([C@H:9]1[CH2:14][CH2:13][C@H:12]([C@H:15]2[CH2:20][CH2:19][C@H:18]([C:21]3[CH:29]=[CH:28][C:24]([C:25]([NH2:27])=O)=[CH:23][CH:22]=3)[CH2:17][CH2:16]2)[CH2:11][CH2:10]1)[CH2:7][CH3:8].C(Cl)Cl>CN(C=O)C>[C:25]([C:24]1[CH:28]=[CH:29][C:21]([C@H:18]2[CH2:17][CH2:16][C@H:15]([C@H:12]3[CH2:13][CH2:14][C@H:9]([CH2:6][CH2:7][CH3:8])[CH2:10][CH2:11]3)[CH2:20][CH2:19]2)=[CH:22][CH:23]=1)#[N:27]. Procedure details: A solution of 32.6 g of p-(trans-4-(trans-4-propyl-cyclohexyl)-cyclohexyl)-acetophenone in 100 ml of dioxane is added dropwise to a solution of 40 g of NaOH and 48 g of bromine in 230 ml of water at 20°, while stirring. Stirring is continued for 1 hour. A solution of 14 g of NaHSO3 in 140 ml of water is added and hydrochloric acid is added until the pH is 5. Customary working up (CH2Cl2) gives p-(trans-4-(trans-4-propylcyclohexyl)-cyclohexyl)-benzoic acid. The crude product is boiled with 60 ml ...